From a dataset of the Open Reaction Database (ORD), a public repository of structured organic reaction records. describe an organic reaction: reactants, conditions, products, and yield Starting materials: N1N=CC=C1 (pyrazole), ClC=1N=C(C2=C(N1)SC(=C2)Cl)NCC2=CC(=C(C=C2)OC)Cl (2,6-dichloro-4-(3-chloro-4-methoxybenzylamino)-thieno-[2,3-d]-pyrimidine). Yields the product N1(N=CC=C1)C=1N=C(C2=C(N1)SC(=C2)Cl)NCC2=CC(=C(C=C2)OC)Cl (2-(pyrazol-1-yl)-6-chloro-4-(3-chloro-4-methoxybenzylamino)-thieno-[2,3-d]-pyrimidine). As a reaction SMILES: [NH:1]1[CH:5]=[CH:4][CH:3]=[N:2]1.Cl[C:7]1[N:8]=[C:9]([NH:17][CH2:18][C:19]2[CH:24]=[CH:23][C:22]([O:25][CH3:26])=[C:21]([Cl:27])[CH:20]=2)[C:10]2[CH:15]=[C:14]([Cl:16])[S:13][C:11]=2[N:12]=1>>[N:1]1([C:7]2[N:8]=[C:9]([NH:17][CH2:18][C:19]3[CH:24]=[CH:23][C:22]([O:25][CH3:26])=[C:21]([Cl:27])[CH:20]=3)[C:10]3[CH:15]=[C:14]([Cl:16])[S:13][C:11]=3[N:12]=2)[CH:5]=[CH:4][CH:3]=[N:2]1. Reported procedure: Following the procedure of Example 97, the reaction of pyrazole with 2,6-dichloro-4-(3-chloro-4-methoxybenzylamino)-thieno-[2,3-d]-pyrimidine gives 2-(pyrazol-1-yl)-6-chloro-4-(3-chloro-4-methoxybenzylamino)-thieno-[2,3-d]-pyrimidine. The reactants are C(C#C)OC=1C=C(C=O)C=CC1OCCBr (3-propargyloxy-4-(2-bromoethoxy)benzaldehyde), [BH4-].[Na+] (sodium borohydride). Solvent: CO.C1CCOC1 (methanol THF). Reaction conditions: temperature -10 celsius, time 20 minute. Yields the product C(C#C)OC=1C=C(C=CC1OCCBr)CO ([3-propargyloxy-4-(2-bromoethoxy)phenyl]methanol). Isolated yield 96.4%. RXN SMILES: [CH2:1]([O:4][C:5]1[CH:6]=[C:7]([CH:10]=[CH:11][C:12]=1[O:13][CH2:14][CH2:15][Br:16])[CH:8]=[O:9])[C:2]#[CH:3].[BH4-].[Na+]>CO.C1COCC1>[CH2:1]([O:4][C:5]1[CH:6]=[C:7]([CH2:8][OH:9])[CH:10]=[CH:11][C:12]=1[O:13][CH2:14][CH2:15][Br:16])[C:2]#[CH:3] |f:1.2,3.4|. Procedure details: To a two-neck flask with a nitrogen inlet, compound 9 (5.2 g, 18 mmol, 1 equiv) was dissolved in 200 mL methanol/THF (10/1). The solution was cooled to −10° C. in a salted ice bath, followed by the addition of sodium borohydride (0.8 g, 21 mmol, 1.2 equiv). The mixture was stirred at 0° C. for 20 min, then allowed to warm to rt and stirred for an additional 20 min. The mixture was concentrated under vacuum, cooled to 0° C. and acidified with diluted HCl solution. The aqueous solution was extract... Reactants: [H-], CCCI, N#Cc1ccc(N)c([N+](=O)[O-])c1, [Na+], CN(C)C=O. Product: CCCNc1ccc(C#N)cc1[N+](=O)[O-]. RXN SMILES: [H-:13].[I:15][CH2:16][CH2:17][CH3:18].[N+:1](=[O:2])([O-:3])[c:4]1[cH:5][c:6]([C:7]#[N:8])[cH:9][cH:10][c:11]1[NH2:12].[Na+:14].[O:19]=[CH:20][N:21]([CH3:22])[CH3:23]>>[N+:1](=[O:2])([O-:3])[c:4]1[cH:5][c:6]([C:7]#[N:8])[cH:9][cH:10][c:11]1[NH:12][CH2:16][CH2:17][CH3:18]. The reactants are C(C)(C)(C)OC(=O)N1C(O[C@H]([C@@H]1C[C@H](CC1=CC(=C(C=C1)OC)OCCCOC)C(C)C)C[C@@H](C(C)C)C(=O)O)(C)C (3-tert-butoxycarbonyl-5(S)-(2(S)-carboxy-3-methyl-butyl)-4(S)-{2(S)-isopropyl-3-[4-methoxy-3-(3-methoxypropyloxy)-phenyl]-propyl}-2,2-dimethyl-1,3-oxazolidine), C(C)OC(C(CN)(CC)CC)=O (3-amino-2,2-diethylpropionic acid ethyl ester). The product is C(C)(C)(C)OC(=O)N1C(O[C@H]([C@@H]1C[C@H](CC1=CC(=C(C=C1)OC)OCCCOC)C(C)C)C[C@@H](C(C)C)C(NCC(CC)(CC)C(=O)O)=O)(C)C (3-Tert-butoxycarbonyl-5(S)-{2-[N-(2-carboxy-2,2-diethyl-ethyl)-carbamoyl]-2(S)-isopropyl-ethyl}-4(S)-{2(S)-isopropyl-3-[4-methoxy-3-(3-methoxypropyloxy)-phenyl]-propyl}-2,2-dimethyl-1,3-oxazolidine). Reaction SMILES: [C:1]([O:5][C:6]([N:8]1[C@@H:12]([CH2:13][C@@H:14]([CH:30]([CH3:32])[CH3:31])[CH2:15][C:16]2[CH:21]=[CH:20][C:19]([O:22][CH3:23])=[C:18]([O:24][CH2:25][CH2:26][CH2:27][O:28][CH3:29])[CH:17]=2)[C@H:11]([CH2:33][C@H:34]([C:38](O)=[O:39])[CH:35]([CH3:37])[CH3:36])[O:10][C:9]1([CH3:42])[CH3:41])=[O:7])([CH3:4])([CH3:3])[CH3:2].C([O:45][C:46](=[O:54])[C:47]([CH2:52][CH3:53])([CH2:50][CH3:51])[CH2:48][NH2:49])C>>[C:1]([O:5][C:6]([N:8]1[C@@H:12]([CH2:13][C@@H:14]([CH:30]([CH3:32])[CH3:31])[CH2:15][C:16]2[CH:21]=[CH:20][C:19]([O:22][CH3:23])=[C:18]([O:24][CH2:25][CH2:26][CH2:27][O:28][CH3:29])[CH:17]=2)[C@H:11]([CH2:33][C@H:34]([C:38](=[O:39])[NH:49][CH2:48][C:47]([C:46]([OH:45])=[O:54])([CH2:50][CH3:51])[CH2:52][CH3:53])[CH:35]([CH3:36])[CH3:37])[O:10][C:9]1([CH3:41])[CH3:42])=[O:7])([CH3:4])([CH3:3])[CH3:2]. Reported procedure: The starting material is prepared analogously to Example 124 b) from 3-tert-butoxycarbonyl-5(S)-(2(S)-carboxy-3-methyl-butyl)-4(S)-{2(S)-isopropyl-3-[4-methoxy-3-(3-methoxypropyloxy)-phenyl]-propyl}-2,2-dimethyl-1,3-oxazolidine (Example 124 c) and 3-amino-2,2-diethylpropionic acid ethyl ester.